From a dataset of the Open Reaction Database (ORD), a public repository of structured organic reaction records. describe an organic reaction: reactants, conditions, products, and yield Starting materials: O=C([O-])[O-], CCOC(C)=O, Cc1cnc(Cl)cc1N, [Na+], [Na+], OB(O)c1ccccc1, c1ccccc1, c1ccc(P(c2ccccc2)(c2ccccc2)[Pd](P(c2ccccc2)(c2ccccc2)c2ccccc2)(P(c2ccccc2)(c2ccccc2)c2ccccc2)P(c2ccccc2)(c2ccccc2)c2ccccc2)cc1. Product: Cc1cnc(-c2ccccc2)cc1N. RXN SMILES: [C:19](=[O:20])([O-:21])[O-:22].[CH3:31][CH2:32][O:33][C:34](=[O:35])[CH3:36].[NH2:10][c:11]1[cH:12][c:13]([Cl:18])[n:14][cH:15][c:16]1[CH3:17].[Na+:23].[Na+:24].[OH:1][B:2]([OH:3])[c:4]1[cH:5][cH:6][cH:7][cH:8][cH:9]1.[cH:25]1[cH:26][cH:27][cH:28][cH:29][cH:30]1.[cH:37]1[cH:38][cH:39][c:40]([P:41]([Pd:42]([P:43]([c:44]2[cH:45][cH:46][cH:47][cH:48][cH:49]2)([c:50]2[cH:51][cH:52][cH:53][cH:54][cH:55]2)[c:56]2[cH:57][cH:58][cH:59][cH:60][cH:61]2)([P:62]([c:63]2[cH:64][cH:65][cH:66][cH:67][cH:68]2)([c:69]2[cH:70][cH:71][cH:72][cH:73][cH:74]2)[c:75]2[cH:76][cH:77][cH:78][cH:79][cH:80]2)[P:81]([c:82]2[cH:83][cH:84][cH:85][cH:86][cH:87]2)([c:88]2[cH:89][cH:90][cH:91][cH:92][cH:93]2)[c:94]2[cH:95][cH:96][cH:97][cH:98][cH:99]2)([c:100]2[cH:101][cH:102][cH:103][cH:104][cH:105]2)[c:106]2[cH:107][cH:108][cH:109][cH:110][cH:111]2)[cH:112][cH:113]1>>[c:4]1(-[c:13]2[cH:12][c:11]([NH2:10])[c:16]([CH3:17])[cH:15][n:14]2)[cH:5][cH:6][cH:7][cH:8][cH:9]1. The reactants are Nc1cc(S)ccc1Cl, C1CCOC1, O, O=S(=O)(O)O, CC(C)(O)c1ccccc1. The product is CC(C)(Sc1ccc(Cl)c(N)c1)c1ccccc1. RXN SMILES: [Cl:7][c:8]1[c:9]([NH2:10])[cH:11][c:12]([SH:15])[cH:13][cH:14]1.[O:26]1[CH2:27][CH2:28][CH2:29][CH2:30]1.[OH2:1].[S:2](=[O:3])(=[O:4])([OH:5])[OH:6].[c:16]1([C:22]([CH3:23])([CH3:24])[OH:25])[cH:17][cH:18][cH:19][cH:20][cH:21]1>>[Cl:7][c:8]1[c:9]([NH2:10])[cH:11][c:12]([S:15][C:22]([c:16]2[cH:17][cH:18][cH:19][cH:20][cH:21]2)([CH3:23])[CH3:24])[cH:13][cH:14]1. Starting materials: CC(=C[C@@H]1[C@@H](C1(C)C)C(=O)O)C (cis chrysanthemic acid), B(Br)(Br)Br (boron tribromide). Run in C1(=CC=CC=C1)C (toluene), C1(=CC=CC=C1)C (toluene). Run at time 10 minute. Product: CC(=CC1C(C1(C)C)C(=O)O)C (chrysanthemic acid). Yield: 99.0%. RXN SMILES: [CH3:1][C:2]([CH3:12])=[CH:3][C@H:4]1[C:6]([CH3:8])([CH3:7])[C@H:5]1[C:9]([OH:11])=[O:10].B(Br)(Br)Br>C1(C)C=CC=CC=1>[CH3:1][C:2]([CH3:12])=[CH:3][CH:4]1[C:6]([CH3:7])([CH3:8])[CH:5]1[C:9]([OH:11])=[O:10]. Procedure: To a solution of cis chrysanthemic acid (2.0 g) in toluene (18 ml) was added a solution of boron tribromide (13 mg) in toluene (2.2 ml) at room temperature under a nitrogen atmosphere. Irradiation with a high pressure mercury lamp (100 W) was made for 10 minutes under stirring. After the reaction was over, similar after-treatment as in Example 1 was applied to obtain chrysanthemic acid (1.98 g). A part of the reaction solution was converted to ethyl ester. Gas chromatography assay gave the isome... Starting materials: Cl.C(N)(=N)N1CCC(CC1)CCC(=O)O (1-amidino-4-piperidinepropionic acid hydrochloride), C(#N)C1=C(C=CC=C1)O (o-cyanophenol), C1(CCCCC1)N=C=NC1CCCCC1 (dicyclohexylcarbodiimide). Run in N1=CC=CC=C1 (pyridine). Yields the product C(N)(=N)N1CCC(CC1)CCC(=O)OC1=C(C=CC=C1)C#N (o-cyanophenyl 1-amidino-4-piperidinepropionate). The yield is 41.6%. Reaction SMILES: Cl.[C:2]([N:5]1[CH2:10][CH2:9][CH:8]([CH2:11][CH2:12][C:13]([OH:15])=[O:14])[CH2:7][CH2:6]1)(=[NH:4])[NH2:3].[C:16]([C:18]1[CH:23]=[CH:22][CH:21]=[CH:20][C:19]=1O)#[N:17].C1(N=C=NC2CCCCC2)CCCCC1>N1C=CC=CC=1>[C:2]([N:5]1[CH2:10][CH2:9][CH:8]([CH2:11][CH2:12][C:13]([O:15][C:19]2[CH:20]=[CH:21][CH:22]=[CH:23][C:18]=2[C:16]#[N:17])=[O:14])[CH2:7][CH2:6]1)(=[NH:3])[NH2:4] |f:0.1|. Procedure: A mixture of 4.0 g of 1-amidino-4-piperidinepropionic acid hydrochloride, 2.0 g of o-cyanophenol and 3.5 g of dicyclohexylcarbodiimide was stirred at room temperature for 24 hours in 20 ml of dry pyridine. Any insoluble materials were filtered and washed with dry pyridine. The filtrate and washings were combined together, and the solvent was removed under reduced pressure. Ethyl acetate was added to the residue to give crystals which were then recrystallized from water to obtain 2.1 g (yield: 37... The reactants are [H-].[Na+] (sodium hydride), N1C=NC=C1 (imidazole), C1(=CC=C(C=C1)S(=O)(=O)OCC1CC=2C=CC(=CC2CC1)C(=O)OCC)C (ethyl 6-(p-toluenesulfonyloxymethyl)-5,6,7,8-tetrahydro-2-naphthalenecarboxylate). The solvent is CN(C=O)C (dimethylformamide). Run at time 20 minute. Product: N1C(=NC=C1)CC1CC=2C=CC(=CC2CC1)C(=O)OCC (ethyl 6-(1-imidazolylmethyl)-5,6,7,8-tetrahydro-2-naphthalenecarboxylate). Isolated yield 70.1%. RXN SMILES: [H-].[Na+].[NH:3]1[CH:7]=[CH:6][N:5]=[CH:4]1.C1(C)C=CC(S(O[CH2:18][CH:19]2[CH2:28][CH2:27][C:26]3[CH:25]=[C:24]([C:29]([O:31][CH2:32][CH3:33])=[O:30])[CH:23]=[CH:22][C:21]=3[CH2:20]2)(=O)=O)=CC=1>CN(C)C=O>[NH:3]1[CH:7]=[CH:6][N:5]=[C:4]1[CH2:18][CH:19]1[CH2:28][CH2:27][C:26]2[CH:25]=[C:24]([C:29]([O:31][CH2:32][CH3:33])=[O:30])[CH:23]=[CH:22][C:21]=2[CH2:20]1 |f:0.1|. Reported procedure: 0.56 g of 50% sodium hydride was suspended in 60 ml of anhydrous dimethylformamide, and 0.79 g of imidazole was added thereto. The mixture was stirred at room temperature for 20 minutes and 4.5 g of ethyl 6-(p-toluenesulfonyloxymethyl)-5,6,7,8-tetrahydro-2-naphthalenecarboxylate was added portionwise thereto. The resulting mixture was stirred at room temperature for 3 days. The reaction mixture was concentrated in vacuo and the residue was extracted with chloroform. The extract was washed with w...